From a dataset of the Open Reaction Database (ORD), a public repository of structured organic reaction records. describe an organic reaction: reactants, conditions, products, and yield The reactants are ClC1=C(C(=CC=C1OC)Cl)CO ((2,6-dichloro-3-methoxyphenyl)methanol), Br (HBr), [Br-] (bromide), C1(=CC=CC=C1)P(C1=CC=CC=C1)C1=CC=CC=C1 (triphenylphosphine). The solvent is C(C)(=O)O (acetic acid), C(Cl)Cl.C1=CC=CC=C1 (CH2Cl2 benzene). Reaction conditions: time 36 hour. Yields the product [Br-].ClC1=C(C[P+](C2=CC=CC=C2)(C2=CC=CC=C2)C2=CC=CC=C2)C(=CC=C1OC)Cl ((2,6-Dichloro-3-methoxybenzyl)(triphenyl)phosphonium bromide). The yield is 97.0%. As a reaction SMILES: [Cl:1][C:2]1[C:7]([O:8][CH3:9])=[CH:6][CH:5]=[C:4]([Cl:10])[C:3]=1[CH2:11]O.[BrH:13].[Br-].[C:15]1([P:21]([C:28]2[CH:33]=[CH:32][CH:31]=[CH:30][CH:29]=2)[C:22]2[CH:27]=[CH:26][CH:25]=[CH:24][CH:23]=2)[CH:20]=[CH:19][CH:18]=[CH:17][CH:16]=1>C(O)(=O)C.C(Cl)Cl.C1C=CC=CC=1>[Br-:13].[Cl:1][C:2]1[C:7]([O:8][CH3:9])=[CH:6][CH:5]=[C:4]([Cl:10])[C:3]=1[CH2:11][P+:21]([C:22]1[CH:23]=[CH:24][CH:25]=[CH:26][CH:27]=1)([C:28]1[CH:33]=[CH:32][CH:31]=[CH:30][CH:29]=1)[C:15]1[CH:16]=[CH:17][CH:18]=[CH:19][CH:20]=1 |f:5.6,7.8|. Procedure details: Bromination of (2,6-dichloro-3-methoxyphenyl)methanol with 30% HBr in acetic acid, followed by reaction of the crude bromide with triphenylphosphine, using the procedure described in example 112, except that the reaction time for the displacement was 36 h, gave the phosphonium salt (526) (97%) as a white solid, mp (CH2Cl2/benzene) 242–244° C. 1H NMR (CDCl3) δ 7.83–7.60 (m, 15H), 7.15 (dd, J=9.1, 0.8 Hz, 1H), 6.88 (dd, J=9.0, 2.4 Hz, 1H), 5.41 (d, J=14.3 Hz, 2H), 3.84 (s, 3H). Found: C, 58.68; H,... Yields the product C1(=CC=CC=C1)S(=O)(=O)C1=CC=C(C=C1)N1C=NC2=C1C=CC=C2 (1-(4′-Phenylsulfonylphenyl)benzimidazole). Procedure: To a solution of benzimidazole (11.8 g, 0.10 mol) in DMF (500 ml), is added, at room temperature under nitrogen, sodium hydride (60% in mineral oil, 4.4 g, 0.11 mol), and the mixture is stirred for 10 min. The mixture is admixed with 4-chlorophenyl phenyl sulfone (26.1 g, 0.10 mol) and stirred at 100° C. for 16 h. After again adding sodium hydride (60% in mineral oil, 2.0 g, 0.05 mol) at room temperature, the mixture is stirred at 130° C. for 16 h. After cooling to room temperature, the mixture ... Conditions: temperature 100 celsius, time 16 hour. Starting materials: [H-].[Na+] (sodium hydride), N1=CNC2=C1C=CC=C2 (benzimidazole), [H-].[Na+] (sodium hydride), C1(=CC=CC=C1)S(=O)(=O)C1=CC=C(C=C1)Cl (4-chlorophenyl phenyl sulfone), ice water. Isolated yield 91.0%. As a reaction SMILES: [N:1]1[C:5]2[CH:6]=[CH:7][CH:8]=[CH:9][C:4]=2[NH:3][CH:2]=1.[H-].[Na+].[C:12]1([S:18]([C:21]2[CH:26]=[CH:25][C:24](Cl)=[CH:23][CH:22]=2)(=[O:20])=[O:19])[CH:17]=[CH:16][CH:15]=[CH:14][CH:13]=1>CN(C=O)C>[C:12]1([S:18]([C:21]2[CH:26]=[CH:25][C:24]([N:1]3[C:5]4[CH:6]=[CH:7][CH:8]=[CH:9][C:4]=4[N:3]=[CH:2]3)=[CH:23][CH:22]=2)(=[O:20])=[O:19])[CH:13]=[CH:14][CH:15]=[CH:16][CH:17]=1 |f:1.2|. Solvent: CN(C)C=O (DMF). The reactants are CN(C)C=O (DMF), BrC1=CN(C2=CC(=CC=C12)C1=CC=C(C=C1)OC)C1=CC(=NC=N1)NC (6-(3-bromo-6-(4-methoxyphenyl)-1H-indol-1-yl)-N-methylpyrimidin-4-amine), [O-]P(=O)([O-])[O-].[K+].[K+].[K+] (K3PO4), C(C)OC(=O)C1=CC=C(C=C1)B(O)O (4-(ethoxycarbonyl)phenylboronic acid). The reagents and catalysts are C=1C=CC(=CC1)[P](C=2C=CC=CC2)(C=3C=CC=CC3)[Pd]([P](C=4C=CC=CC4)(C=5C=CC=CC5)C=6C=CC=CC6)([P](C=7C=CC=CC7)(C=8C=CC=CC8)C=9C=CC=CC9)[P](C=1C=CC=CC1)(C=1C=CC=CC1)C=1C=CC=CC1 (Pd(PPh3)4). Solvent: O (water), C(C)(=O)OCC (ethyl acetate). Run at temperature 100 celsius, time 4 hour. Yields the product COC1=CC=C(C=C1)C1=CC=C2C(=CN(C2=C1)C1=NC=NC(=C1)NC)C1=CC=C(C(=O)OCC)C=C1 (ethyl 4-(6-(4-methoxyphenyl)-1-(6-(methylamino)pyrimidin-4-yl)-1H-indol-3-yl)benzoate). Yield: 29.9%. As a reaction SMILES: CN(C=O)C.Br[C:7]1[C:15]2[C:10](=[CH:11][C:12]([C:16]3[CH:21]=[CH:20][C:19]([O:22][CH3:23])=[CH:18][CH:17]=3)=[CH:13][CH:14]=2)[N:9]([C:24]2[N:29]=[CH:28][N:27]=[C:26]([NH:30][CH3:31])[CH:25]=2)[CH:8]=1.[O-]P([O-])([O-])=O.[K+].[K+].[K+].[CH2:40]([O:42][C:43]([C:45]1[CH:50]=[CH:49][C:48](B(O)O)=[CH:47][CH:46]=1)=[O:44])[CH3:41]>C1C=CC([P]([Pd]([P](C2C=CC=CC=2)(C2C=CC=CC=2)C2C=CC=CC=2)([P](C2C=CC=CC=2)(C2C=CC=CC=2)C2C=CC=CC=2)[P](C2C=CC=CC=2)(C2C=CC=CC=2)C2C=CC=CC=2)(C2C=CC=CC=2)C2C=CC=CC=2)=CC=1.O.C(OCC)(=O)C>[CH3:23][O:22][C:19]1[CH:18]=[CH:17][C:16]([C:12]2[CH:11]=[C:10]3[C:15]([C:7]([C:48]4[CH:49]=[CH:50][C:45]([C:43]([O:42][CH2:40][CH3:41])=[O:44])=[CH:46][CH:47]=4)=[CH:8][N:9]3[C:24]3[CH:25]=[C:26]([NH:30][CH3:31])[N:27]=[CH:28][N:29]=3)=[CH:14][CH:13]=2)=[CH:21][CH:20]=1 |f:2.3.4.5,^1:57,59,78,97|. Procedure: DMF (5 mL) was added to a mixture of 6-(3-bromo-6-(4-methoxyphenyl)-1H-indol-1-yl)-N-methylpyrimidin-4-amine (200 mg, 0.49 mmol), K3PO4 (312 mg, 0.885 mmol) and 4-(ethoxycarbonyl)phenylboronic acid (143 mg, 0.74 mmol) and then the dissolved gas was removed. After adding Pd(PPh3)4 (85 mg, 0.075 mmol), the mixture was stirred at 100° C. for 4 hours. After adding ethyl acetate and water and filtering using a diatomite pad, the organic layer was separated and the aqueous layer was extracted with eth... Starting materials: C#Cc1nc(-c2cccc(CCCCCC)c2)n(C)c1C(=O)N1CCC(N2CCCC2)CC1, CO. Yields the product CCCCCCc1cccc(-c2nc(CC)c(C(=O)N3CCC(N4CCCC4)CC3)n2C)c1. As a reaction SMILES: [C:1](#[CH:2])[c:3]1[c:4]([C:21](=[O:22])[N:23]2[CH2:24][CH2:25][CH:26]([N:29]3[CH2:30][CH2:31][CH2:32][CH2:33]3)[CH2:27][CH2:28]2)[n:5]([CH3:20])[c:6](-[c:8]2[cH:9][c:10]([CH2:14][CH2:15][CH2:16][CH2:17][CH2:18][CH3:19])[cH:11][cH:12][cH:13]2)[n:7]1.[CH3:34][OH:35]>>[CH2:1]([CH3:2])[c:3]1[c:4]([C:21](=[O:22])[N:23]2[CH2:24][CH2:25][CH:26]([N:29]3[CH2:30][CH2:31][CH2:32][CH2:33]3)[CH2:27][CH2:28]2)[n:5]([CH3:20])[c:6](-[c:8]2[cH:9][c:10]([CH2:14][CH2:15][CH2:16][CH2:17][CH2:18][CH3:19])[cH:11][cH:12][cH:13]2)[n:7]1.